From a dataset of the Open Reaction Database (ORD), a public repository of structured organic reaction records. describe an organic reaction: reactants, conditions, products, and yield Starting materials: FC1=C(C=CC(=C1)F)N1NC=2[C@]3(CC[C@@H](C2C1=O)C3(C)C)C ((4R,7S)-2-(2,4-difluoro-phenyl)-7,8,8-trimethyl-1,2,4,5,6,7-hexahydro-4,7-methano-indazol-3-one), FC1=C(C=CC(=C1)F)N1NC=2[C@]3(CC[C@@H](C2C1=O)C3(C)C)C ((4R,7S)-2-(2,4-difluoro-phenyl)-7,8,8-trimethyl-1,2,4,5,6,7-hexahydro-4,7-methano-indazol-3-one), ICCC (iodopropane). Solvent: CN1CCCC1 (N-methylpyrrolidine), C(C)(=O)OCC (ethyl acetate). The product is FC1=C(C=CC(=C1)F)N1N(C=2[C@]3(CC[C@@H](C2C1=O)C3(C)C)C)CCC ((4R,7S)-2-(2,4-difluoro-phenyl)-7,8,8-trimethyl-1-propyl-1,2,4,5,6,7-hexahydro-4,7-methano-indazol-3-one). Isolated yield 43.3%. Reaction SMILES: [F:1][C:2]1[CH:7]=[C:6]([F:8])[CH:5]=[CH:4][C:3]=1[N:9]1[C:17](=[O:18])[C:16]2[C@H:15]3[C:19]([CH3:21])([CH3:20])[C@:12]([CH3:22])([CH2:13][CH2:14]3)[C:11]=2[NH:10]1.I[CH2:24][CH2:25][CH3:26]>CN1CCCC1.C(OCC)(=O)C>[F:1][C:2]1[CH:7]=[C:6]([F:8])[CH:5]=[CH:4][C:3]=1[N:9]1[C:17](=[O:18])[C:16]2[C@H:15]3[C:19]([CH3:21])([CH3:20])[C@:12]([CH3:22])([CH2:13][CH2:14]3)[C:11]=2[N:10]1[CH2:24][CH2:25][CH3:26]. Reported procedure: A solution of (4R,7S)-2-(2,4-difluoro-phenyl)-7,8,8-trimethyl-1,2,4,5,6,7-hexahydro-4,7-methano-indazol-3-one (Intermediate 42; 153 mg, 0.5 mmol) and iodopropane (0.25 mL, 2.54 mmol) in N-methylpyrrolidine (1 mL) was heated at 100° C. in a sealed tube overnight. The reaction mixture was purified by preparative HPLC to give a brown gum which was dissolved in ethyl acetate. The solution was washed with 10% aqueous sodium thiosulfate (three times) and brine, dried (sodium sulfate), filtered, evapor... The reactants are P(=O)(O)(O)[O-].[K+] (potassium dihydrogenphosphate), C(=O)[O-].[Na+] (sodium formate), N[C@@H](C)C(=O)O (L-Alanine), C([O-])([O-])=O.[K+].[K+] (Potassium carbonate), COC1(C(COCC1)=O)OC (4,4-dimethoxydihydro-2H-pyran-3(4H)-one), [OH-].[Na+] (NaOH), C=1N=C(C2=C(N1)N(C=N2)[C@H]3[C@@H]([C@@H]([C@H](O3)COP(=O)(O)OP(=O)(O)OC[C@@H]4[C@H]([C@H]([C@@H](O4)N5C=CCC(=C5)C(=O)N)O)O)O)O)N (NAD). The solvent is C(C)#N (acetonitrile), C1(=CC=CC=C1)C (toluene), C1(=CC=CC=C1)C (toluene). Conditions: temperature 45 celsius, time 30 minute. The product is COC1([C@H](COCC1)N)OC ((3S)-4,4-dimethoxytetrahydro-2H-pyran-3-amine). Reaction SMILES: [CH3:1][O:2][C:3]1([O:10][CH3:11])[CH2:8][CH2:7][O:6][CH2:5][C:4]1=O.P([O-])(O)(O)=O.[K+].C([O-])=O.[Na+].[NH2:22][C@H](C(O)=O)C.[OH-].[Na+].C1N=C(N)C2N=CN([C@@H]3O[C@H](COP(OP(OC[C@H]4O[C@@H](N5C=C(C(N)=O)CC=C5)[C@H](O)[C@@H]4O)(O)=O)(O)=O)[C@@H](O)[C@H]3O)C=2N=1.C(=O)([O-])[O-].[K+].[K+]>C1(C)C=CC=CC=1.C(#N)C>[CH3:1][O:2][C:3]1([O:10][CH3:11])[CH2:8][CH2:7][O:6][CH2:5][C@@H:4]1[NH2:22] |f:1.2,3.4,6.7,9.10.11|. Procedure details: A solution of 4,4-dimethoxydihydro-2H-pyran-3(4H)-one (172 g, 1.07 mol, see Example 1) in 310 mL of toluene was stirred in toluene for 30 min, then extracted 3× with water (270 mL). To the aqueous solution was added potassium dihydrogenphosphate (14.1 g, 0.104 mol), sodium formate (55.1 g, 0.810 mol), and L-Alanine (72.2 g, 0.810 mol). The pH was adjusted to 7.8 with 5 N NaOH, and NAD (0.810 g), PLP (0.810 g), LDH (0.162 g), FDH (1.62 g), and Codexis TA P1G5 (4.05 g) were added. The mixture was ... Product: Clc1cccc(Cl)c1-c1noc(C2CC2)c1COC1CCCNCC1. Starting materials: CC(C)(C)OC(=O)N1CCCC(OCc2c(-c3c(Cl)cccc3Cl)noc2C2CC2)CC1, ClCCl, O=C(O)C(F)(F)F. RXN SMILES: [C:1]([O:2][C:3](=[O:4])[N:8]1[CH2:9][CH2:10][CH:11]([O:15][CH2:16][c:17]2[c:18](-[c:25]3[c:26]([Cl:32])[cH:27][cH:28][cH:29][c:30]3[Cl:31])[n:19][o:20][c:21]2[CH:22]2[CH2:23][CH2:24]2)[CH2:12][CH2:13][CH2:14]1)([CH3:5])([CH3:6])[CH3:7].[Cl:40][CH2:41][Cl:42].[OH:33][C:34]([C:35]([F:36])([F:37])[F:38])=[O:39]>>[NH:8]1[CH2:9][CH2:10][CH:11]([O:15][CH2:16][c:17]2[c:18](-[c:25]3[c:26]([Cl:32])[cH:27][cH:28][cH:29][c:30]3[Cl:31])[n:19][o:20][c:21]2[CH:22]2[CH2:23][CH2:24]2)[CH2:12][CH2:13][CH2:14]1. Reaction SMILES: [CH3:12][O:13][C:14]([CH:15]([NH2:16])[CH2:17][CH:18]([CH3:19])[CH3:20])=[O:21].[CH3:1][S:2][c:3]1[cH:4][cH:5][c:6]([C:7](=[O:8])[OH:9])[cH:10][cH:11]1>>[CH3:1][S:2][c:3]1[cH:4][cH:5][c:6]([C:7](=[O:9])[NH:16][CH:15]([C:14]([O:13][CH3:12])=[O:21])[CH2:17][CH:18]([CH3:19])[CH3:20])[cH:10][cH:11]1. The product is COC(=O)C(CC(C)C)NC(=O)c1ccc(SC)cc1. Reactants: COC(=O)C(N)CC(C)C, CSc1ccc(C(=O)O)cc1. The reactants are [H-].[Na+] (sodium hydride), FC(C1=C(C=CC=C1)C1C(=C(NC(=C1C(=O)OCC)C)C)C(=O)OCC)(F)F (diethyl 1,4-dihydro-4-(2-trifluoromethylphenyl)-2,6-dimethyl-3,5-pyridine-dicarboxylate), ClCCN1CCOCC1 (N-(2-chloroethyl)-morpholine), [H][H] (hydrogen). Run in CN(C)C=O (DMF), C1(=CC=CC=C1)C (toluene). Reaction conditions: time 4 hour. Product: FC(C1=C(C=CC=C1)C1C(=C(N(C(=C1C(=O)OCC)C)CCN1CCOCC1)C)C(=O)OCC)(F)F (Diethyl 1,4-dihydro-4-(2-trifluoromethylphenyl)-2,6-dimethyl-1-(2-morpholinoethyl)-3,5-pyridinedicarboxylate). Reaction SMILES: [H-].[Na+].[F:3][C:4]([F:30])([F:29])[C:5]1[CH:10]=[CH:9][CH:8]=[CH:7][C:6]=1[CH:11]1[C:16]([C:17]([O:19][CH2:20][CH3:21])=[O:18])=[C:15]([CH3:22])[NH:14][C:13]([CH3:23])=[C:12]1[C:24]([O:26][CH2:27][CH3:28])=[O:25].[H][H].Cl[CH2:34][CH2:35][N:36]1[CH2:41][CH2:40][O:39][CH2:38][CH2:37]1>CN(C=O)C.C1(C)C=CC=CC=1>[F:30][C:4]([F:29])([F:3])[C:5]1[CH:10]=[CH:9][CH:8]=[CH:7][C:6]=1[CH:11]1[C:12]([C:24]([O:26][CH2:27][CH3:28])=[O:25])=[C:13]([CH3:23])[N:14]([CH2:34][CH2:35][N:36]2[CH2:41][CH2:40][O:39][CH2:38][CH2:37]2)[C:15]([CH3:22])=[C:16]1[C:17]([O:19][CH2:20][CH3:21])=[O:18] |f:0.1|. Procedure: To a slurry of sodium hydride (2.6 g g., 55 mmole, 50:50 oil dispersion) in dry, distilled DMF (50 mL) under nitrogen atmosphere was added a solution of diethyl 1,4-dihydro-4-(2-trifluoromethylphenyl)-2,6-dimethyl-3,5-pyridine-dicarboxylate (19.9 g., 50 mmole) in DMF (125 mL). After hydrogen bubbling ceased, the reaction mixture was warmed in a water bath for 1/2 hour, and a toluene (200 mL) solution of N-(2-chloroethyl)-morpholine (8.1 g., 60 mmole) was added dropwise. The reaction mixture was ... Reactants: CC(=O)Cl, Nc1cc2c(c(C(=O)O)c1)NCCC2, [Na+], C1COCCO1, [OH-]. Product: CC(=O)Nc1cc2c(c(C(=O)O)c1)NCCC2. RXN SMILES: [CH3:17][C:18]([Cl:19])=[O:20].[NH2:1][c:2]1[cH:3][c:4]2[c:9]([c:10]([C:12](=[O:13])[OH:14])[cH:11]1)[NH:8][CH2:7][CH2:6][CH2:5]2.[Na+:16].[O:21]1[CH2:22][CH2:23][O:24][CH2:25][CH2:26]1.[OH-:15]>>[NH:1]([c:2]1[cH:3][c:4]2[c:9]([c:10]([C:12](=[O:13])[OH:14])[cH:11]1)[NH:8][CH2:7][CH2:6][CH2:5]2)[C:18]([CH3:17])=[O:20]. The reactants are Cl, COc1ccc2c(N)cccc2n1, [Na+], O=C([O-])O, O. Product: Nc1cccc2[nH]c(=O)ccc12. RXN SMILES: [ClH:19].[NH2:1][c:2]1[c:3]2[cH:4][cH:5][c:6]([O:12][CH3:13])[n:7][c:8]2[cH:9][cH:10][cH:11]1.[Na+:18].[O-:14][C:15]([OH:16])=[O:17].[OH2:20]>>[NH2:1][c:2]1[c:3]2[cH:4][cH:5][c:6](=[O:12])[nH:7][c:8]2[cH:9][cH:10][cH:11]1.